From a dataset of the Open Reaction Database (ORD), a public repository of structured organic reaction records. describe an organic reaction: reactants, conditions, products, and yield Starting materials: ONC(=O)C1=CC=C(C=C1)\C=C(\CNC1CN(CC1)C(=O)OC(C)(C)C)/COC1=CC=CC2=CC=CC=C12 (t-butyl (Z)-3-(3-(4-(hydroxycarbamoyl)phenyl)-2-((naphthalen-1-yloxy)methyl)allylamino)-pyrrolidine-1-carboxylate), FC(C(=O)O)(F)F (trifluoroacetic acid). Run in ClCCl (dichloromethane). Product: ONC(C1=CC=C(C=C1)\C=C(/COC1=CC=CC2=CC=CC=C12)\CNC1CNCC1)=O ((Z)—N-hydroxy-4-(3-(naphthalen-1-yloxy)-2-((pyrrolidin-3-ylamino)methyl)prop-1-enyl)-benzamide). Isolated yield 46.6%. Reaction SMILES: [OH:1][NH:2][C:3]([C:5]1[CH:10]=[CH:9][C:8](/[CH:11]=[C:12](\[CH2:27][O:28][C:29]2[C:38]3[C:33](=[CH:34][CH:35]=[CH:36][CH:37]=3)[CH:32]=[CH:31][CH:30]=2)/[CH2:13][NH:14][CH:15]2[CH2:19][CH2:18][N:17](C(OC(C)(C)C)=O)[CH2:16]2)=[CH:7][CH:6]=1)=[O:4].FC(F)(F)C(O)=O>ClCCl>[OH:1][NH:2][C:3](=[O:4])[C:5]1[CH:10]=[CH:9][C:8](/[CH:11]=[C:12](/[CH2:13][NH:14][CH:15]2[CH2:19][CH2:18][NH:17][CH2:16]2)\[CH2:27][O:28][C:29]2[C:38]3[C:33](=[CH:34][CH:35]=[CH:36][CH:37]=3)[CH:32]=[CH:31][CH:30]=2)=[CH:7][CH:6]=1. Reported procedure: The compound of formula 4d (103 mg, 0.19 mmol) obtained in Example 4-4 was dissolved in dichloromethane (1.5 ml), and trifluoroacetic acid (0.07 ml, 0.95 mmol) was added dropwise thereto at room temperature. The resulting mixture was reacted at room temperature for 8 hours. After the completion of reaction, the reaction solution was concentrated under reduced pressure, and the residue thus obtained was purified by a preparative HPLC, to obtain 37 mg of the title compound as pale orange foam, whi... Reactants: 20.65, Cl.C1(=CC=CC=C1)CN1CCC(CC1)CC(=O)O (1-(phenylmethyl)-4-piperidineacetic acid hydrochloride), ClC1=C(C(=NC=N1)NCC1=CC=C(C=C1)F)N (6-chloro-N4 -[(4-fluorophenyl)methyl]-4,5-pyrimidinediamine), P(=O)(Cl)(Cl)Cl (phosphoryl chloride). The product is ClC1=C2N=C(N(C2=NC=N1)CC1=CC=C(C=C1)F)CC1CCN(CC1)CC1=CC=CC=C1 (6-chloro-9-[(4-fluorophenyl)methyl]-8-[[1-(phenylmethyl)-4-piperidinyl]-methyl]-9H-purine), compound 1. Isolated yield 75.0%. RXN SMILES: Cl.[C:2]1([CH2:8][N:9]2[CH2:14][CH2:13][CH:12]([CH2:15][C:16](O)=O)[CH2:11][CH2:10]2)[CH:7]=[CH:6][CH:5]=[CH:4][CH:3]=1.[Cl:19][C:20]1[N:25]=[CH:24][N:23]=[C:22]([NH:26][CH2:27][C:28]2[CH:33]=[CH:32][C:31]([F:34])=[CH:30][CH:29]=2)[C:21]=1[NH2:35].P(Cl)(Cl)(Cl)=O>>[Cl:19][C:20]1[N:25]=[CH:24][N:23]=[C:22]2[C:21]=1[N:35]=[C:16]([CH2:15][CH:12]1[CH2:13][CH2:14][N:9]([CH2:8][C:2]3[CH:7]=[CH:6][CH:5]=[CH:4][CH:3]=3)[CH2:10][CH2:11]1)[N:26]2[CH2:27][C:28]1[CH:33]=[CH:32][C:31]([F:34])=[CH:30][CH:29]=1 |f:0.1|. Procedure details: A mixture of 20.65 parts of 1-(phenylmethyl)-4-piperidineacetic acid hydrochloride, 19.5 parts of 6-chloro-N4 -[(4-fluorophenyl)methyl]-4,5-pyrimidinediamine and 510 parts of phosphoryl chloride was stirred and refluxed for 13 hours. The reaction mixture was evaporated. The residue was poured into ice water. The whole was treated with sodium hydroxide. The product was extracted with 4-methyl-2-pentanone. The extract was washed with water, dried, filtered and evaporated. The residue was purified ... Reactants: C(C)(=O)C1=C(C=C(C=C1)B(O)O)F ((4-acetyl-3-fluorophenyl)boronic acid), BrC1=C(C=CC=C1)S(=O)(=O)N1CCCC1 (1-(2-bromo-phenylsulfonyl)pyrrolidine). Product: FC=1C=C(C=CC1C(C)=O)C1=C(C=CC=C1)S(=O)(=O)N1CCCC1 (1-[3-Fluoro-2′-(pyrrolidin-1-ylsulfonyl)biphenyl-4-yl]ethanone). As a reaction SMILES: [C:1]([C:4]1[CH:9]=[CH:8][C:7](B(O)O)=[CH:6][C:5]=1[F:13])(=[O:3])[CH3:2].Br[C:15]1[CH:20]=[CH:19][CH:18]=[CH:17][C:16]=1[S:21]([N:24]1[CH2:28][CH2:27][CH2:26][CH2:25]1)(=[O:23])=[O:22]>>[F:13][C:5]1[CH:6]=[C:7]([C:15]2[CH:20]=[CH:19][CH:18]=[CH:17][C:16]=2[S:21]([N:24]2[CH2:28][CH2:27][CH2:26][CH2:25]2)(=[O:23])=[O:22])[CH:8]=[CH:9][C:4]=1[C:1](=[O:3])[CH3:2]. Reported procedure: The title compound was prepared using conditions analogous to those described in Example 1 using (4-acetyl-3-fluorophenyl)boronic acid and 1-(2-bromo-phenylsulfonyl)pyrrolidine. MS (ESI): mass calcd. for C18H18FNO3S, 347.10; m/z found, 348.0 [M+H]+. 1H NMR (500 MHz, CDCl3) δ 8.10 (dd, J=7.9, 1.3, 1H), 7.95-7.89 (m, 1H), 7.63-7.58 (m, 1H), 7.58-7.51 (m, 1H), 7.30-7.27 (m, 2H), 7.26-7.25 (m, 1H), 2.98-2.90 (m, 4H), 2.69 (d, J=4.9, 3H), 1.76-1.67 (m, 4H). Reactants: three, IC (iodomethane), ClC1=C(C(N)=S)C(=CC=C1)F (2-chloro-6-fluorobenzthioamide), CC(=O)C (acetone). Run in C(C)#N.O (acetonitrile water). Product: I.ClC1=C(C(=N)SC)C(=CC=C1)F (methyl 2-chloro-6-fluorobenzthioimidate hydroiodide). Isolated yield 46.9%. As a reaction SMILES: [Cl:1][C:2]1[CH:10]=[CH:9][CH:8]=[C:7]([F:11])[C:3]=1[C:4](=[S:6])[NH2:5].[CH3:12]C(C)=O.[I:16]C>C(#N)C.O>[IH:16].[Cl:1][C:2]1[CH:10]=[CH:9][CH:8]=[C:7]([F:11])[C:3]=1[C:4]([S:6][CH3:12])=[NH:5] |f:3.4,5.6|. Procedure details: Into a 50 mL three necked round bottom flask equipped with a magnetic stirrer was added 2-chloro-6-fluorobenzthioamide (3.78 g, 20 mmol) and acetone (20 mL). Dropwise was added iodomethane (2.84 g, 1.24 mL, 20 mmol) and the mixture was allowed to stir at room temperature overnight with monitoring via HPCL (60/40 acetonitrile/water). The solids were removed via filtration and washed with small portions of acetone to give methyl 2-chloro-6-fluorobenzthioimidate hydroiodide as a light yellow solid:... Reactants: ClC1=C(C=CC(=C1)Cl)C=1N=C(C(=NC1CC)N[C@H]1[C@H](CC2=CC=CC=C12)OCC)CC (5-(2,4-dichlorophenyl)-N-[(1R,2S)-2-ethoxy-2,3-dihydro-1H-inden-1-yl]-3,6-diethylpyrazin-2-amine), COC1=C(C=CC(=C1)OC)C=1N=C(C(=NC1CC)N[C@H]1[C@H](CC2=CC=CC=C12)O)CC ((1R,2S)-1-{[5-(2,4-dimethoxyphenyl)-3,6-diethylpyrazin-2-yl]amino}-2,3-dihydro-1H-inden-2-ol), BrCCF (1-bromo-2-fluoroethane). Product: COC1=C(C=CC(=C1)OC)C=1N=C(C(=NC1CC)N[C@H]1[C@H](CC2=CC=CC=C12)OCCF)CC (5-(2,4-dimethoxyphenyl)-3,6-diethyl-N-[(1R,2S)-2-(2-fluoroethoxy)-2,3-dihydro-1H-inden-1-yl]pyrazin-2-amine). Reaction SMILES: ClC1C=C(Cl)C=CC=1C1N=C(CC)C(N[C@@H]2C3C(=CC=CC=3)C[C@@H]2OCC)=NC=1CC.[CH3:32][O:33][C:34]1[CH:39]=[C:38]([O:40][CH3:41])[CH:37]=[CH:36][C:35]=1[C:42]1[N:43]=[C:44]([CH2:61][CH3:62])[C:45]([NH:50][C@@H:51]2[C:59]3[C:54](=[CH:55][CH:56]=[CH:57][CH:58]=3)[CH2:53][C@@H:52]2[OH:60])=[N:46][C:47]=1[CH2:48][CH3:49].Br[CH2:64][CH2:65][F:66]>>[CH3:32][O:33][C:34]1[CH:39]=[C:38]([O:40][CH3:41])[CH:37]=[CH:36][C:35]=1[C:42]1[N:43]=[C:44]([CH2:61][CH3:62])[C:45]([NH:50][C@@H:51]2[C:59]3[C:54](=[CH:55][CH:56]=[CH:57][CH:58]=3)[CH2:53][C@@H:52]2[O:60][CH2:64][CH2:65][F:66])=[N:46][C:47]=1[CH2:48][CH3:49]. Procedure: Following the procedure for the preparation of 5-(2,4-dichlorophenyl)-N-[(1R,2S)-2-ethoxy-2,3-dihydro-1H-inden-1-yl]-3,6-diethylpyrazin-2-amine but substituting (1R,2S)-1-{[5-(2,4-dimethoxyphenyl)-3,6-diethylpyrazin-2-yl]amino}-2,3-dihydro-1H-inden-2-ol and 1-bromo-2-fluoroethane and making non-critical variations provided the title compound as a white solid. IR (diffuse reflectance) 2964, 2935, 1614, 1567, 1480, 1392, 1305, 1256, 1215, 1209, 1165, 1158, 1040, 825, 747 cm−1; OAMS supporting ions...